This data is from the Open Reaction Database (ORD), a public repository of structured organic reaction records. The task is: describe an organic reaction: reactants, conditions, products, and yield Reactants: CC=1C=C(C(C(=O)O)=CC1)O (4-methylsalicylic acid), O=S(Cl)Cl (SOCl2), CO (MeOH). Reaction conditions: temperature 0 celsius. Product: COC(C1=C(C=C(C=C1)C)O)=O (2-Hydroxy-4-methyl-benzoic acid methyl ester). The yield is 72.0%. RXN SMILES: [CH3:1][C:2]1[CH:3]=[C:4]([OH:11])[C:5](=[CH:9][CH:10]=1)[C:6]([OH:8])=[O:7].O=S(Cl)Cl.[CH3:16]O>>[CH3:16][O:7][C:6](=[O:8])[C:5]1[CH:9]=[CH:10][C:2]([CH3:1])=[CH:3][C:4]=1[OH:11]. Procedure details: A 50 ml round-bottom flask equipped with a stir bar under a dry nitrogen atmosphere was charged with 4-methylsalicylic acid (1.5 g, 10.0 mmoles, 1.0 eq) followed by dry MeOH (15 ml). The reaction mixture was cooled to 0° C. on an ice bath and neat SOCl2 (1.1 ml, 15.0 mmoles, 1.5 eq) was added dropwise. The reaction was allowed to warm to room temperature and then stirred at reflux for 5 hrs. After that time, excess MeOH was removed in vacuo, the residue dissolved in EtOAc and extracted with satu... Reactants: CC1(OB(OC1(C)C)C=1C=NN(C1)C=1C=NC=CC1)C (3-[4-(4,4,5,5-tetramethyl-1,3,2-dioxaborolan-2-yl)-1H-pyrazol-1-yl]pyridine), BrC=1SC=C(N1)C(=O)NS(=O)(=O)C (2-bromo-N-(methylsulphonyl)-1,3-thiazole-4-carboxamide). The reagents and catalysts are C=1C=CC(=CC1)[P](C=2C=CC=CC2)(C=3C=CC=CC3)[Pd]([P](C=4C=CC=CC4)(C=5C=CC=CC5)C=6C=CC=CC6)([P](C=7C=CC=CC7)(C=8C=CC=CC8)C=9C=CC=CC9)[P](C=1C=CC=CC1)(C=1C=CC=CC1)C=1C=CC=CC1 (tetrakis(triphenylphosphine)palladium). Reaction conditions: temperature 70 celsius, time 16 hour. Yields the product CS(=O)(=O)NC(=O)C=1N=C(SC1)C=1C=NN(C1)C=1C=NC=CC1 (N-(Methylsulphonyl)-2-[1-(pyridin-3-yl)-1H-pyrazol-4-yl]-1,3-thiazole-4-carboxamide). RXN SMILES: CC1(C)C(C)(C)OB([C:9]2[CH:10]=[N:11][N:12]([C:14]3[CH:15]=[N:16][CH:17]=[CH:18][CH:19]=3)[CH:13]=2)O1.Br[C:22]1[S:23][CH:24]=[C:25]([C:27]([NH:29][S:30]([CH3:33])(=[O:32])=[O:31])=[O:28])[N:26]=1>C1C=CC([P]([Pd]([P](C2C=CC=CC=2)(C2C=CC=CC=2)C2C=CC=CC=2)([P](C2C=CC=CC=2)(C2C=CC=CC=2)C2C=CC=CC=2)[P](C2C=CC=CC=2)(C2C=CC=CC=2)C2C=CC=CC=2)(C2C=CC=CC=2)C2C=CC=CC=2)=CC=1>[CH3:33][S:30]([NH:29][C:27]([C:25]1[N:26]=[C:22]([C:9]2[CH:10]=[N:11][N:12]([C:14]3[CH:15]=[N:16][CH:17]=[CH:18][CH:19]=3)[CH:13]=2)[S:23][CH:24]=1)=[O:28])(=[O:31])=[O:32] |^1:37,39,58,77|. Procedure: Under argon, 3-[4-(4,4,5,5-tetramethyl-1,3,2-dioxaborolan-2-yl)-1H-pyrazol-1-yl]pyridine (0.1 g, 0.37 mmol), 2-bromo-N-(methylsulphonyl)-1,3-thiazole-4-carboxamide (0.105 g, 0.37 mmol) and tetrakis(triphenylphosphine)palladium (0.013 g, 0.011 mmol) were added to a mixture, degassed by means of argon, of sodium carbonate solution in water (1.5 ml, 2 M/L) and acetonitrile (3.8 ml). The reaction mixture was stirred at 70° C. for 16 h. After cooling, the reaction mixture was poured onto water and ex... Reactants: Cl.FC1=CC=C(C=C1)SC1=C(N)C=C(C=C1)[N+](=O)[O-] (2-(4-fluorophenylthio)-5-nitroaniline hydrochloride), N(=O)OCCCC (n-butyl nitrite). The reagents and catalysts are [Cu] (copper). The solvent is C(C)(=O)O (acetic acid), C(C)(=O)O (acetic acid). Run at temperature 11 celsius, time 20 minute. Yields the product FC1=CC2=C(SC3=C2C=C(C=C3)[N+](=O)[O-])C=C1 (2-fluoro- 8-nitrodibenzothiophene). Reaction SMILES: Cl.[F:2][C:3]1[CH:8]=[CH:7][C:6]([S:9][C:10]2[CH:16]=[CH:15][C:14]([N+:17]([O-:19])=[O:18])=[CH:13][C:11]=2N)=[CH:5][CH:4]=1.N(OCCCC)=O>C(O)(=O)C.[Cu]>[F:2][C:3]1[CH:8]=[CH:7][C:6]2[S:9][C:10]3[CH:16]=[CH:15][C:14]([N+:17]([O-:19])=[O:18])=[CH:13][C:11]=3[C:5]=2[CH:4]=1 |f:0.1|. Procedure: To a stirred suspension of 55 g. (0.183 mole) of 2-(4-fluorophenylthio)-5-nitroaniline hydrochloride in 450 ml. of acetic acid at 16 to 18° C. is added dropwise 18.6 g. (0.181 mole of n-butyl nitrite during a period of 20 minutes. The solution is then diluted with 1.5 liters of cold (12° C.) of 50 percent aqueous acetic acid. The solution is maintained at 10 to 12° C., and 68 g. of copper powder are added in small portions during a period of 15 minutes. After stirring at 10° to 15° C. for an add... The reactants are CC1=C(C(=O)O)C=CC=N1 (2-methyl-nicotinic acid), FC=1C=C(CBr)C=CC1 (3-fluorobenzyl bromide), C(C)(C)NC(C)C (diisopropylamine), C(CCC)[Li] (butyl lithium). Run at temperature -78 celsius, time 1 hour. Reaction SMILES: C(NC(C)C)(C)C.C([Li])CCC.[CH3:13][C:14]1[N:22]=[CH:21][CH:20]=[CH:19][C:15]=1[C:16]([OH:18])=[O:17].[F:23][C:24]1[CH:25]=[C:26]([CH:29]=[CH:30][CH:31]=1)[CH2:27]Br>O1CCCC1>[F:23][C:24]1[CH:25]=[C:26]([CH2:27][CH2:13][C:14]2[N:22]=[CH:21][CH:20]=[CH:19][C:15]=2[C:16]([OH:18])=[O:17])[CH:29]=[CH:30][CH:31]=1. Procedure: Dissolve diisopropylamine (3.8 mL, 27.3 mmol) in dry tetrahydrofuran (75 mL). Chill the resulting mixture to −78° C. and add butyl lithium (1.6M solution in hexanes, 17.1 mL, 27.3 mmol). Warm the reaction mixture to 0° C. and add a fine slurry of 2-methyl-nicotinic acid (1.5 g, 10.9 mmol) in THF (25 mL) portionwise during 10 min. Stir the resulting slurry for 1 h, then add 3-fluorobenzyl bromide (2.0 mL, 16.4 mmol) and stir 5 min. Quench the reaction with water (100 mL). Extract the reaction mix... Yields the product FC=1C=C(C=CC1)CCC1=C(C(=O)O)C=CC=N1 (2-[2-(3-Fluoro-phenyl)-ethyl]-nicotinic acid). Run in C1CCOC1 (THF), O1CCCC1 (tetrahydrofuran). The reactants are C([O-])([O-])=O.[Cs+].[Cs+] (cesium carbonate), CC(C)(OC(=O)NN1CCC(CC1)C(=O)O)C (1-[(1,1-Dimethylethoxycarbonyl)amino]-piperidine-4-carboxylic acid), C(C1=CC=CC=C1)Br (benzylbromide). The solvent is O (water), CO (methanol). Conditions: time 2 hour. Yields the product C(C1=CC=CC=C1)OC(=O)C1CCN(CC1)NC(=O)OC(C)(C)C (1-[(1,1-Dimethylethoxycarbonyl)amino]-piperidine-4-carboxylic acid benzyl ester). Yield: 95.0%. As a reaction SMILES: [CH3:1][C:2]([CH3:17])([O:4][C:5]([NH:7][N:8]1[CH2:13][CH2:12][CH:11]([C:14]([OH:16])=[O:15])[CH2:10][CH2:9]1)=[O:6])[CH3:3].C(=O)([O-])[O-].[Cs+].[Cs+].[CH2:24](Br)[C:25]1[CH:30]=[CH:29][CH:28]=[CH:27][CH:26]=1>CO.O>[CH2:24]([O:15][C:14]([CH:11]1[CH2:12][CH2:13][N:8]([NH:7][C:5]([O:4][C:2]([CH3:17])([CH3:1])[CH3:3])=[O:6])[CH2:9][CH2:10]1)=[O:16])[C:25]1[CH:30]=[CH:29][CH:28]=[CH:27][CH:26]=1 |f:1.2.3|. Reported procedure: 1-[(1,1-Dimethylethoxycarbonyl)amino]-piperidine-4-carboxylic acid (6 g, 26.16 mmol, 1 eq.), from step 1, was dissolved in methanol (150 ml) and cesium carbonate (4.26 g, 13.08 mmol, 0.5 eq.) was added. The mixture was stirred at room temperature for 2 h, the solvent was removed under reduced pressure. The crude was dissolved in DMF (100 ml) and benzylbromide (5.37 g, 31.39 mmol, 1.2 eq.) was added dropwise. The mixture was stirred overnight at room temperature and poured in water (300 ml), extr... The reactants are CCCCCC.CCOCC (hexane ether), OC1=C(C=O)C=C(C=C1)OC (2-hydroxy-5-methoxybenzaldehyde), [BH4-].[Na+] (sodium borohydride). Solvent: C(C)O (ethanol), C(C)O (ethanol). The product is OC1=C(CO)C=C(C=C1)OC (2-hydroxy-5-methoxybenzyl alcohol). Isolated yield 69.0%. RXN SMILES: [BH4-].[Na+].[OH:3][C:4]1[CH:11]=[CH:10][C:9]([O:12][CH3:13])=[CH:8][C:5]=1[CH:6]=[O:7].CCCCCC.CCOCC>C(O)C>[OH:3][C:4]1[CH:11]=[CH:10][C:9]([O:12][CH3:13])=[CH:8][C:5]=1[CH2:6][OH:7] |f:0.1,3.4|. Reported procedure: To a suspension of sodium borohydride (2.50 g, 65.8 mmol) in ethanol (100 mL) at 5° C. was added a solution of 2-hydroxy-5-methoxybenzaldehyde (10.00 g, 65.8 mmol) in ethanol (35 mL) dropwise. Upon completion of the addition the reaction mixture was allowed to stir for ten minutes then quenched by the dropwise addition of 10% aqueous acetic acid (75 mL). The ethanol was removed by concentration in vacuo and the resulting mixture poured into water (250 mL) and extracted with ethylacetate (3×100 m... Starting materials: BrCCCCCCCCCCC1=C(CC2=CC(=CC=C12)OC)C1=CC=C(C=C1)OC (1-(10-bromodecyl)-5-methoxy-2-p-methoxyphenylind-1-ene), C(CCCCC)S (hexanethiol), [H-].[Na+] (sodium hydride). Run in CN(C=O)C (dimethylformamide). Run at temperature 60 celsius, time 15 minute. Product: C(CCCCC)SCCCCCCCCCCC1=C(CC2=CC(=CC=C12)O)C1=CC=C(C=C1)O (1-(10-hexylthiodecyl)-2-p-hydroxyphenylind-1-en-5-ol). RXN SMILES: Br[CH2:2][CH2:3][CH2:4][CH2:5][CH2:6][CH2:7][CH2:8][CH2:9][CH2:10][CH2:11][C:12]1[C:20]2[C:15](=[CH:16][C:17]([O:21]C)=[CH:18][CH:19]=2)[CH2:14][C:13]=1[C:23]1[CH:28]=[CH:27][C:26]([O:29]C)=[CH:25][CH:24]=1.[CH2:31]([SH:37])[CH2:32][CH2:33][CH2:34][CH2:35][CH3:36].[H-].[Na+]>CN(C)C=O>[CH2:31]([S:37][CH2:2][CH2:3][CH2:4][CH2:5][CH2:6][CH2:7][CH2:8][CH2:9][CH2:10][CH2:11][C:12]1[C:20]2[C:15](=[CH:16][C:17]([OH:21])=[CH:18][CH:19]=2)[CH2:14][C:13]=1[C:23]1[CH:24]=[CH:25][C:26]([OH:29])=[CH:27][CH:28]=1)[CH2:32][CH2:33][CH2:34][CH2:35][CH3:36] |f:2.3|. Procedure: A solution of 1-(10-bromodecyl)-5-methoxy-2-p-methoxyphenylind-1-ene (0.24 g.) in dimethylformamide (1 ml.) was added to a stirred solution of hexanethiol (0.07 g.) and sodium hydride (0.029 g. of a 50% dispersion in mineral oil from which the oil had been washed with petroleum ether) in dimethylformamide which had been stirred at laboratory temperature under an atmosphere of argon for 15 minutes, and the mixture was heated at 60° C. for 2 hours, cooled and water (5 ml.) was added. The mixture w...